This data is from the Open Reaction Database (ORD), a public repository of structured organic reaction records. The task is: describe an organic reaction: reactants, conditions, products, and yield Reactants: CC(C)(C)S(=O)NC(c1cnc(NC(=O)C2(c3ccc4c(c3)OCO4)CC2)s1)c1ccccc1Cl, CC#N, NC(c1cnc(NC(=O)C2(c3ccc4c(c3)OCO4)CC2)s1)c1ccccc1Cl. The product is NC(c1cnc(NC(=O)C2(c3ccc4c(c3)OCO4)CC2)s1)c1ccccc1Cl. As a reaction SMILES: [C:1]([S:2](=[O:3])[NH:7][CH:8]([c:9]1[cH:10][n:11][c:12]([NH:14][C:15](=[O:16])[C:17]2([c:20]3[cH:21][c:22]4[c:23]([cH:27][cH:28]3)[O:24][CH2:25][O:26]4)[CH2:18][CH2:19]2)[s:13]1)[c:29]1[c:30]([Cl:35])[cH:31][cH:32][cH:33][cH:34]1)([CH3:4])([CH3:5])[CH3:6].[CH3:65][C:66]#[N:67].[NH2:36][CH:37]([c:38]1[cH:39][cH:40][cH:41][cH:42][c:43]1[Cl:44])[c:45]1[s:46][c:47]([NH:48][C:49]([C:50]2([c:51]3[cH:52][cH:53][c:54]4[c:58]([cH:59]3)[O:57][CH2:56][O:55]4)[CH2:60][CH2:61]2)=[O:62])[n:63][cH:64]1>>[NH2:7][CH:8]([c:9]1[cH:10][n:11][c:12]([NH:14][C:15](=[O:16])[C:17]2([c:20]3[cH:21][c:22]4[c:23]([cH:27][cH:28]3)[O:24][CH2:25][O:26]4)[CH2:18][CH2:19]2)[s:13]1)[c:29]1[c:30]([Cl:35])[cH:31][cH:32][cH:33][cH:34]1. The reactants are FC(OC1=C(C=O)C=CC=C1)F (difluoromethoxybenzaldehyde), C1(=CC=C(C=C1)S(=O)(=O)C[N+]#[C-])C (p-toluenesulfonylmethyl isocyanide), CC(C)([O-])C.[K+] (potassium tert-butoxide), CO (methanol). Run in C(OC)COC (dimethoxyethane), C(OC)COC (dimethoxyethane), C(OC)COC (dimethoxyethane), ClCCl (dichloromethane), O (water). Run at temperature -55 celsius, time 10 minute. The product is FC(OC1=C(C=CC=C1)CC#N)F ((2-difluoromethoxyphenyl)acetonitrile). Yield: 68.1%. Reaction SMILES: C1(C)C=CC(S([CH2:10][N+:11]#[C-])(=O)=O)=CC=1.CC(C)([O-])C.[K+].[F:20][CH:21]([F:31])[O:22][C:23]1[CH:30]=[CH:29][CH:28]=[CH:27][C:24]=1[CH:25]=O.CO>C(COC)OC.ClCCl.O>[F:20][CH:21]([F:31])[O:22][C:23]1[CH:30]=[CH:29][CH:28]=[CH:27][C:24]=1[CH2:25][C:10]#[N:11] |f:1.2|. Procedure: A solution of p-toluenesulfonylmethyl isocyanide (2.4 g) in dimethoxyethane (10 mL) was added to a solution of potassium tert-butoxide (2.68 g) in dimethoxyethane (30 mL) at −35° C., and the reaction solution was stirred at the same temperature for 10 minutes. The reaction solution was cooled to −55° C. A solution of difluoromethoxybenzaldehyde (2 g) in dimethoxyethane (5 mL) was added dropwise, and the reaction solution was stirred at the same temperature for two hours. 10 mL of methanol was ad... Starting materials: BrC=1C=C2C(CC(NC2=CC1)=O)(C)C (6-bromo-4,4-dimethyl-3,4-dihydro-1H-quinolin-2-one), [H-].[Na+] (NaH), COC1=CC=C(CCl)C=C1 (4-methoxybenzyl chloride). Run in C1CCOC1 (THF). Reaction conditions: time 30 minute. Yields the product BrC=1C=C2C(CC(N(C2=CC1)CC1=CC=C(C=C1)OC)=O)(C)C (6-Bromo-1-(4-methoxy-benzyl)-4,4-dimethyl-3,4-dihydro-1H-quinolin-2-one). As a reaction SMILES: [Br:1][C:2]1[CH:3]=[C:4]2[C:9](=[CH:10][CH:11]=1)[NH:8][C:7](=[O:12])[CH2:6][C:5]2([CH3:14])[CH3:13].[H-].[Na+].[CH3:17][O:18][C:19]1[CH:26]=[CH:25][C:22]([CH2:23]Cl)=[CH:21][CH:20]=1>C1COCC1>[Br:1][C:2]1[CH:3]=[C:4]2[C:9](=[CH:10][CH:11]=1)[N:8]([CH2:23][C:22]1[CH:25]=[CH:26][C:19]([O:18][CH3:17])=[CH:20][CH:21]=1)[C:7](=[O:12])[CH2:6][C:5]2([CH3:14])[CH3:13] |f:1.2|. Reported procedure: To a solution of 6-bromo-4,4-dimethyl-3,4-dihydro-1H-quinolin-2-one (0.5 g, 1.97 mmol) in THF (25 mL) was added 60% NaH (0.12 g, 2.95 mmol) suspended in mineral oil. The resulting reaction mixture was stirred at room temperature for 30 min., 4-methoxybenzyl chloride (0.34 g, 2.17) added, and heated under reflux for 20 h. The reaction was cooled to room temperature then quenched slowly with water. After extraction with ethyl acetate, the organic layer was dried (MgSO4), evaporated and the residue...